Dataset: the Open Reaction Database (ORD), a public repository of structured organic reaction records. Task: describe an organic reaction: reactants, conditions, products, and yield The reactants are CN(C)c1ccccc1, Cc1ccccc1, CCOC(C)=O, c1cc(C2CC2)ccn1, O. The product is Nc1cc(C2CC2)ccn1. As a reaction SMILES: [CH3:10][N:11]([c:12]1[cH:13][cH:14][cH:15][cH:16][cH:17]1)[CH3:18].[CH3:19][c:20]1[cH:21][cH:22][cH:23][cH:24][cH:25]1.[CH3:27][CH2:28][O:29][C:30](=[O:31])[CH3:32].[CH:1]1([c:4]2[cH:5][cH:6][n:7][cH:8][cH:9]2)[CH2:2][CH2:3]1.[OH2:26]>>[CH:1]1([c:4]2[cH:5][c:6]([NH2:11])[n:7][cH:8][cH:9]2)[CH2:2][CH2:3]1.